Dataset: the Open Reaction Database (ORD), a public repository of structured organic reaction records. Task: describe an organic reaction: reactants, conditions, products, and yield Starting materials: C(CCC)[Li] (butyl lithium), C1(CCC2=CC=CC=C12)=O (1-Indanone), ClC(=O)OCC (ethyl chloroformate). Solvent: C1CCOC1 (THF). Conditions: temperature -20 celsius, time 45 minute. Yields the product C(=O)(OCC)C1C(C2=CC=CC=C2C1)=O (2-carbethoxy-1-indanone). RXN SMILES: [C:1]1(=[O:10])[C:9]2[C:4](=[CH:5][CH:6]=[CH:7][CH:8]=2)[CH2:3][CH2:2]1.C([Li])CCC.Cl[C:17]([O:19][CH2:20][CH3:21])=[O:18]>C1COCC1>[C:17]([CH:2]1[CH2:3][C:4]2[C:9](=[CH:8][CH:7]=[CH:6][CH:5]=2)[C:1]1=[O:10])([O:19][CH2:20][CH3:21])=[O:18]. Procedure: 1-Indanone (1.5 g, 11.36 mmols) was dissolved in dry THF in a three neck flask equipped with nitrogen inlet, septum and a guard tube. The flask was cooled to -20° C. for 10 minutes. Then butyl lithium (11.37 ml, 12.48 mmols) was added dropwise through the septum using the syringe. The reaction mixture was allowed to stand at -20° C. for 45 minutes and then ethyl chloroformate (1.08 ml, 10 mmols) was added dropwise using a syringe. The reaction mixture was stirred at -20° C. for 30 minutes and sl...